From a dataset of the Open Reaction Database (ORD), a public repository of structured organic reaction records. describe an organic reaction: reactants, conditions, products, and yield Reactants: solution, ClCCl (dichloromethane), O1C(OCC1)C(CC=C)CCOCC1=CC=CC=C1 (4-(1,3-Dioxolan-2-yl)-6-benzyloxyhex-1-ene), [OH-].[Na+] (NaOH), OO (H2O2). The solvent is C(C)O (ethanol), O (water), CCCCCC (hexane). Conditions: time 3 hour. Yields the product O1C(OCC1)C(CCCO)CCOCC1=CC=CC=C1 (4-(1,3-Dioxolan-2-yl)-6-benzyloxyhexan-1-ol). Isolated yield 74.6%. RXN SMILES: ClCCl.[O:4]1[CH2:8][CH2:7][O:6][CH:5]1[CH:9]([CH2:13][CH2:14][O:15][CH2:16][C:17]1[CH:22]=[CH:21][CH:20]=[CH:19][CH:18]=1)[CH2:10][CH:11]=[CH2:12].[OH-:23].[Na+].OO>CCCCCC.O.C(O)C>[O:4]1[CH2:8][CH2:7][O:6][CH:5]1[CH:9]([CH2:13][CH2:14][O:15][CH2:16][C:17]1[CH:18]=[CH:19][CH:20]=[CH:21][CH:22]=1)[CH2:10][CH2:11][CH2:12][OH:23] |f:2.3|. Reported procedure: A 1 M solution of borane-methyl sulfide complex in dichloromethane (27 mL, 27 mmol) was added dropwise to a stirred solution of the olefin 14 (21 g, 80.36 mmol), prepared according to Example 12, in hexane (60 mL) at 0° C. The mixture was stirred for 3 h at room temperature, then cooled to 0° C., and then absolute ethanol (15 mL) was added dropwise, followed by 15% NaOH (15 mL) and 30% H2O2 (15 mL). The reaction mixture was heated at reflux for 1 h. cooled to room temperature, and poured into wa... Reactants: C(=O)(C(F)(F)F)O (TFA), S(O)(O)(=O)=O (sulfuric acid), NC1=NC=CC(=N1)C1=CC(=C(N1)C1=C(C=CC(=C1)C(F)(F)F)Cl)C#N (5-(2-amino-pyrimidin-4-yl)-2-[2-chloro-5-(trifluoromethyl)phenyl]-1H-pyrrole-3-carbonitrile), N (ammonia). The solvent is O (water), O (water). Run at temperature 70 celsius, time 8 hour. Product: NC1=NC=CC(=N1)C1=CC(=C(N1)C1=C(C=CC(=C1)C(F)(F)F)Cl)C(=O)N (5-(2-Aminopyrimidin-4-yl)-2-[2-chloro-5-(trifluoromethyl)phenyl]-1H-pyrrole-3-carboxamide). Isolated yield 92.0%. As a reaction SMILES: C(O)(C(F)(F)F)=[O:2].S(=O)(=O)(O)O.[NH2:13][C:14]1[N:19]=[C:18]([C:20]2[NH:24][C:23]([C:25]3[CH:30]=[C:29]([C:31]([F:34])([F:33])[F:32])[CH:28]=[CH:27][C:26]=3[Cl:35])=[C:22]([C:36]#[N:37])[CH:21]=2)[CH:17]=[CH:16][N:15]=1.N>O>[NH2:13][C:14]1[N:19]=[C:18]([C:20]2[NH:24][C:23]([C:25]3[CH:30]=[C:29]([C:31]([F:33])([F:34])[F:32])[CH:28]=[CH:27][C:26]=3[Cl:35])=[C:22]([C:36]([NH2:37])=[O:2])[CH:21]=2)[CH:17]=[CH:16][N:15]=1. Procedure details: A solution of TFA (2.0 mL), water (0.480 mL) and 98% sulfuric acid (0.240 mL) was added to 5-(2-amino-pyrimidin-4-yl)-2-[2-chloro-5-(trifluoromethyl)phenyl]-1H-pyrrole-3-carbonitrile (137 mg, 0.415 mmol). The mixture was allowed to stir for 8 h at 70° C. and then was diluted by drop wise addition of water (6 mL). The reaction mixture was made basic (pH 10-12) by adding 30% aqueous ammonia under stirring. The precipitated solid was collected by filtration, washed with water and finally dried in a... The product is O=C(O)C(=O)N1CCC(=Cc2ccccc2)CC1. Starting materials: CCOC(=O)C(=O)N1CCC(=Cc2ccccc2)CC1, CCO, Cl, [Na+], [OH-], O. RXN SMILES: [CH2:1]([CH3:2])[O:3][C:4]([C:5](=[O:6])[N:7]1[CH2:8][CH2:9][C:10](=[CH:13][c:14]2[cH:15][cH:16][cH:17][cH:18][cH:19]2)[CH2:11][CH2:12]1)=[O:20].[CH3:24][CH2:25][OH:26].[ClH:23].[Na+:22].[OH-:21].[OH2:27]>>[O:3]=[C:4]([C:5](=[O:6])[N:7]1[CH2:8][CH2:9][C:10](=[CH:13][c:14]2[cH:15][cH:16][cH:17][cH:18][cH:19]2)[CH2:11][CH2:12]1)[OH:20]. Starting materials: C1CCOC1, CCOC(=O)c1ccc(C#Cc2ccc3c(c2)C(c2ccc(C)cc2)=CC3(C)C)cc1, [Li+], [OH-], O, O. Product: Cc1ccc(C2=CC(C)(C)c3ccc(C#Cc4ccc(C(=O)O)cc4)cc32)cc1. As a reaction SMILES: [CH2:35]1[O:36][CH2:37][CH2:38][CH2:39]1.[CH3:1][C:2]1([CH3:31])[CH:3]=[C:4]([c:24]2[cH:25][cH:26][c:27]([CH3:30])[cH:28][cH:29]2)[c:5]2[cH:6][c:7]([C:11]#[C:12][c:13]3[cH:14][cH:15][c:16]([C:17](=[O:18])[O:19][CH2:20][CH3:21])[cH:22][cH:23]3)[cH:8][cH:9][c:10]21.[Li+:33].[OH-:32].[OH2:34].[OH2:40]>>[CH3:1][C:2]1([CH3:31])[CH:3]=[C:4]([c:24]2[cH:25][cH:26][c:27]([CH3:30])[cH:28][cH:29]2)[c:5]2[cH:6][c:7]([C:11]#[C:12][c:13]3[cH:14][cH:15][c:16]([C:17](=[O:18])[OH:19])[cH:22][cH:23]3)[cH:8][cH:9][c:10]21. Starting materials: B1(N2CCC[C@H]2C(O1)(C3=CC=CC=C3)C4=CC=CC=C4)C ((S)-2-methyl-CBS-oxazaborolidine), B.CSC (borane dimethylsulfide), C(C)(C)(C)OC(N[C@@H]1C(N([C@@H](C1)C)CC(C=CC=1C=NC(=CC1)OC)=O)=O)=O ({1-[4-(6-Methoxy-pyridin-3-yl)-2-oxo-but-3-enyl]-5(R)-methyl-2-oxo-pyrrolidin-3(S)-yl}-carbamic Acid Tert-butyl Ester), CO (Methanol). Run in ClCCl (dichloromethane), C1CCOC1 (THF). Reaction conditions: time 40 minute. The product is C(C)(C)(C)OC(N[C@@H]1C(N([C@@H](C1)C)C[C@@H](C=CC=1C=NC(=CC1)OC)O)=O)=O ({1-[2(R)-Hydroxy-4-(6-methoxy-pyridin-3-yl)-but-3-enyl]-5(R)-methyl-2-oxo-pyrrolidin-3(S)-yl }-carbamic Acid Tert-butyl Ester). As a reaction SMILES: B1(C)OC(C2C=CC=CC=2)(C2C=CC=CC=2)[C@H]2N1CCC2.B.CSC.[C:26]([O:30][C:31](=[O:53])[NH:32][C@H:33]1[CH2:37][C@@H:36]([CH3:38])[N:35]([CH2:39][C:40](=[O:51])[CH:41]=[CH:42][C:43]2[CH:44]=[N:45][C:46]([O:49][CH3:50])=[CH:47][CH:48]=2)[C:34]1=[O:52])([CH3:29])([CH3:28])[CH3:27].CO>ClCCl.C1COCC1>[C:26]([O:30][C:31](=[O:53])[NH:32][C@H:33]1[CH2:37][C@@H:36]([CH3:38])[N:35]([CH2:39][C@H:40]([OH:51])[CH:41]=[CH:42][C:43]2[CH:44]=[N:45][C:46]([O:49][CH3:50])=[CH:47][CH:48]=2)[C:34]1=[O:52])([CH3:27])([CH3:28])[CH3:29] |f:1.2|. Procedure: To a stirred solution of (S)-2-methyl-CBS-oxazaborolidine (4.47 mL, 1M in toluene) in dichloromethane (10 mL) was added a solution of borane-dimethylsulfide (0.45 mL, 10M) and the resulting solution was stirred at ambient temperature for 40 minutes. This solution was added to a stirred solution of 4-4 (580 mg, 1.49 mmol) in THF (15 mL) at −40° C. and the reaction mixture was stirred for 3 hours. Methanol (2 mL) was added and the reaction mixture was concentrated at reduced pressure. The residue ... Starting materials: C(CCCCCCC\C=C/CCCCCCCC)OC1=CC(=CO1)C(=O)O (5-(cis-9-octadecen-1-yloxy)-3-furoic acid), S(=O)(Cl)Cl (thionyl chloride). The solvent is C(Cl)Cl (methylene chloride). Reaction conditions: time 5 hour. Yields the product C(CCCCCCC\C=C/CCCCCCCC)OC1=CC(=CO1)C(=O)Cl (5-(cis-9-octadecen-1-yloxy)-3-furoyl chloride). As a reaction SMILES: [CH2:1]([O:19][C:20]1[O:24][CH:23]=[C:22]([C:25]([OH:27])=O)[CH:21]=1)[CH2:2][CH2:3][CH2:4][CH2:5][CH2:6][CH2:7][CH2:8]/[CH:9]=[CH:10]\[CH2:11][CH2:12][CH2:13][CH2:14][CH2:15][CH2:16][CH2:17][CH3:18].S(Cl)([Cl:30])=O>C(Cl)Cl>[CH2:1]([O:19][C:20]1[O:24][CH:23]=[C:22]([C:25]([Cl:30])=[O:27])[CH:21]=1)[CH2:2][CH2:3][CH2:4][CH2:5][CH2:6][CH2:7][CH2:8]/[CH:9]=[CH:10]\[CH2:11][CH2:12][CH2:13][CH2:14][CH2:15][CH2:16][CH2:17][CH3:18]. Reported procedure: To a cooled mixture of 40.0 g (0.106 mole) of 5-(cis-9-octadecen-1-yloxy)-3-furoic acid in methylene chloride is added 30 ml of thionyl chloride. The mixture is stirred for 5 hours. Then the solvent and excess thionyl chloride is removed under reduced pressure affording the crude 5-(cis-9-octadecen-1-yloxy)-3-furoyl chloride. A mixture of 11.6 g (0.100 moles) of methyl acetoacetate and 2.3 g of sodium in 1 liter of benzene is refluxed for 20 hours, then cooled, and the crude 5-(cis-9-octadecen-1...